This data is from the Open Reaction Database (ORD), a public repository of structured organic reaction records. The task is: describe an organic reaction: reactants, conditions, products, and yield Reactants: ClCCl, Nc1ccc(Cl)cc1C(=O)c1ccccc1, O=C=Nc1ccccc1. The product is O=C(Nc1ccccc1)Nc1ccc(Cl)cc1C(=O)c1ccccc1. Reaction SMILES: [CH2:26]([Cl:27])[Cl:28].[NH2:10][c:11]1[c:12]([C:13](=[O:14])[c:15]2[cH:16][cH:17][cH:18][cH:19][cH:20]2)[cH:21][c:22]([Cl:25])[cH:23][cH:24]1.[O:1]=[C:2]=[N:3][c:4]1[cH:5][cH:6][cH:7][cH:8][cH:9]1>>[O:1]=[C:2]([NH:3][c:4]1[cH:5][cH:6][cH:7][cH:8][cH:9]1)[NH:10][c:11]1[c:12]([C:13](=[O:14])[c:15]2[cH:16][cH:17][cH:18][cH:19][cH:20]2)[cH:21][c:22]([Cl:25])[cH:23][cH:24]1. Reactants: COC=1C(=CC2=C(C(OC(N2)=O)=O)C1)OC (6,7-dimethoxy-1,2-dihydro-4H-3,1-benzoxazine-2,4-dione), atmosphere, [H-].[Na+] (NaH), CI (MeI). Run in CN(C)C=O (DMF). Conditions: time 10 minute. Yields the product COC=1C(=CC2=C(C(OC(N2C)=O)=O)C1)OC (6,7-dimethoxy-1-methyl-1,2-dihydro-4H-3,1-benzoxazine-2,4-dione). Reaction SMILES: [CH3:1][O:2][C:3]1[C:4]([O:15][CH3:16])=[CH:5][C:6]2[NH:11][C:10](=[O:12])[O:9][C:8](=[O:13])[C:7]=2[CH:14]=1.[H-].[Na+].[CH3:19]I>CN(C=O)C>[CH3:1][O:2][C:3]1[C:4]([O:15][CH3:16])=[CH:5][C:6]2[N:11]([CH3:19])[C:10](=[O:12])[O:9][C:8](=[O:13])[C:7]=2[CH:14]=1 |f:1.2|. Reported procedure: To a solution of 500 mg (3.06 mmol) of 6,7-dimethoxy-1,2-dihydro-4H-3,1-benzoxazine-2,4-dione (XV), in 6 ml of anhydrous DMF, add under an inert atmosphere 134 mg (3.37 mmol) of 60% NaH in oil. After 10 minutes at room temperature, add dropwise 219 μl (3.52 mmol) of MeI. Allow to stand at room temperature for 3 hours. The product is CCCCN1C(=O)C(Nc2ccc3oc(C(C)=O)cc3c2)=C(c2ccccc2)S1(=O)=O. Reactants: CCCCN1C(=O)C(Cl)=C(c2ccccc2)S1(=O)=O, CC#N, CC(=O)c1cc2cc(N)ccc2o1. RXN SMILES: [CH2:1]([CH2:2][CH2:3][CH3:4])[N:5]1[S:6](=[O:18])(=[O:19])[C:7]([c:12]2[cH:13][cH:14][cH:15][cH:16][cH:17]2)=[C:8]([Cl:11])[C:9]1=[O:10].[CH3:33][C:34]#[N:35].[NH2:20][c:21]1[cH:22][cH:23][c:24]2[c:25]([cH:26][c:27]([C:29]([CH3:30])=[O:31])[o:28]2)[cH:32]1>>[CH2:1]([CH2:2][CH2:3][CH3:4])[N:5]1[S:6](=[O:18])(=[O:19])[C:7]([c:12]2[cH:13][cH:14][cH:15][cH:16][cH:17]2)=[C:8]([NH:20][c:21]2[cH:22][cH:23][c:24]3[c:25]([cH:26][c:27]([C:29]([CH3:30])=[O:31])[o:28]3)[cH:32]2)[C:9]1=[O:10]. Reactants: Cl (hydrochloric acid), CN(C=O)C (N,N-dimethylformamide), Cl.CC1=C(N)C=C(C=C1)OC1=CC=CC=C1 (2-methyl-5-phenoxyaniline hydrochloride), C(C1=CC=CC=C1)(=O)Cl (benzoyl chloride). Run in C(C)(=O)OCC (Ethyl acetate), C(C)N(CC)CC (triethylamine). Conditions: time 3 hour. Yields the product CC1=C(C=C(C=C1)OC1=CC=CC=C1)NC(C1=CC=CC=C1)=O (N-(2-methyl-5-phenoxyphenyl)benzamide). As a reaction SMILES: CN(C)C=O.Cl.[CH3:7][C:8]1[CH:14]=[CH:13][C:12]([O:15][C:16]2[CH:21]=[CH:20][CH:19]=[CH:18][CH:17]=2)=[CH:11][C:9]=1[NH2:10].[C:22](Cl)(=[O:29])[C:23]1[CH:28]=[CH:27][CH:26]=[CH:25][CH:24]=1.Cl>C(OCC)(=O)C.C(N(CC)CC)C>[CH3:7][C:8]1[CH:14]=[CH:13][C:12]([O:15][C:16]2[CH:17]=[CH:18][CH:19]=[CH:20][CH:21]=2)=[CH:11][C:9]=1[NH:10][C:22](=[O:29])[C:23]1[CH:28]=[CH:27][CH:26]=[CH:25][CH:24]=1 |f:1.2|. Procedure details: To a solution of 5 mL of N,N-dimethylformamide containing 0.50 g of 2-methyl-5-phenoxyaniline hydrochloride, 0.91 mL of triethylamine and 0.27 mL of benzoyl chloride were added sequentially while ice-cooled sequentially and stirred at room temperature for 3 hours. Ethyl acetate and 1.0 mol/L hydrochloric acid were added to the reaction mixture. The organic layer was separated and dried over anhydrous magnesium sulfate after washed with 1.0 mol/L hydrochloric acid, a saturated sodium hydrogen car... Starting materials: NCCCn1ccnc1, N#Cc1c(OCC(F)(F)F)nc(OCCCOc2ccccc2)nc1N1CCc2ccccc2CC1, C1COCCO1. The product is N#Cc1c(OCC(F)(F)F)nc(NCCCn2ccnc2)nc1N1CCc2ccccc2CC1. RXN SMILES: [NH2:37][CH2:38][CH2:39][CH2:40][n:41]1[cH:42][n:43][cH:44][cH:45]1.[O:1]([CH2:2][CH2:3][CH2:4][O:5][c:12]1[n:13][c:14]([O:31][CH2:32][C:33]([F:34])([F:35])[F:36])[c:15]([C:29]#[N:30])[c:16]([N:18]2[CH2:19][CH2:20][c:21]3[c:22]([cH:25][cH:26][cH:27][cH:28]3)[CH2:23][CH2:24]2)[n:17]1)[c:6]1[cH:7][cH:8][cH:9][cH:10][cH:11]1.[O:46]1[CH2:47][CH2:48][O:49][CH2:50][CH2:51]1>>[c:12]1([NH:37][CH2:38][CH2:39][CH2:40][n:41]2[cH:42][n:43][cH:44][cH:45]2)[n:13][c:14]([O:31][CH2:32][C:33]([F:34])([F:35])[F:36])[c:15]([C:29]#[N:30])[c:16]([N:18]2[CH2:19][CH2:20][c:21]3[c:22]([cH:25][cH:26][cH:27][cH:28]3)[CH2:23][CH2:24]2)[n:17]1. The reactants are C1(=CC=C(C=C1)S(=O)(=O)OC(C(C1=CC2=CC=C(C=C2C=C1)OC)(OC)OC)C)C (1,1-dimethoxy-1-(6-methoxy-2-naphthyl)prop-2-yl p-toluenesulfonate), CS(=O)(=O)OC(C(C1=CC2=CC=C(C=C2C=C1)OC)(OC)OC)C (1,1-dimethoxy-1-(6-methoxy-2-naphthyl)prop-2-yl methanesulfonate), C([O-])([O-])=O.[Ca+2] (calcium carbonate), CN(C=O)C (dimethylformamide). The solvent is O (water). Yields the product COC=1C=C2C=CC(=CC2=CC1)C(C(=O)OC)C (methyl 2-(6-methoxy-2-naphthyl)propionate). RXN SMILES: C1(C)C=CC(S(O[CH:11](C)[C:12](OC)(OC)[C:13]2[CH:22]=[CH:21][C:20]3[C:15](=[CH:16][CH:17]=[C:18]([O:23][CH3:24])[CH:19]=3)[CH:14]=2)(=O)=O)=CC=1.[CH3:31]S(OC(C)C(OC)(OC)C1C=CC2C(=CC=C(OC)C=2)C=1)(=O)=O.[C:55](=[O:58])([O-])[O-:56].[Ca+2].CN(C)C=O>O>[CH3:24][O:23][C:18]1[CH:19]=[C:20]2[C:15](=[CH:16][CH:17]=1)[CH:14]=[C:13]([CH:12]([CH3:11])[C:55]([O:56][CH3:31])=[O:58])[CH:22]=[CH:21]2 |f:2.3|. Reported procedure: A mixture of 3.07 grams of (S) 1,1-dimethoxy-1-(6-methoxy-2-naphthyl)prop-2-yl methanesulfonate, 1.0 gram of calcium carbonate, 100 ml. of dimethylformamide and 25 ml. of water is heated to 110° C. and maintained at that temperature for 5 hours. Then the mixture is cooled and the insolubles removed by filtration. The filtrate is poured into excess water and the solid which forms is collected by filtration. Separation by chromatography yields methyl 2-(6-methoxy-2-naphthyl)propionate, exhibiting ... Reaction SMILES: [CH2:1]([CH3:2])[O:3][C:4]([CH2:5][c:6]1[cH:7][c:8]([O:14][c:15]2[c:16]([CH2:22][Br:23])[cH:17][c:18]([Br:21])[cH:19][cH:20]2)[c:9]([O:12][CH3:13])[cH:10][cH:11]1)=[O:24].[O:25]1[C:26](=[O:30])[NH:27][CH2:28][CH2:29]1>>[CH2:1]([CH3:2])[O:3][C:4]([CH2:5][c:6]1[cH:7][c:8]([O:14][c:15]2[c:16]([CH2:22][N:27]3[C:26](=[O:30])[O:25][CH2:29][CH2:28]3)[cH:17][c:18]([Br:21])[cH:19][cH:20]2)[c:9]([O:12][CH3:13])[cH:10][cH:11]1)=[O:24]. Reactants: CCOC(=O)Cc1ccc(OC)c(Oc2ccc(Br)cc2CBr)c1, O=C1NCCO1. Yields the product CCOC(=O)Cc1ccc(OC)c(Oc2ccc(Br)cc2CN2CCOC2=O)c1. Reactants: NC1=CC(=CC2=C1N(C=N2)C2=CC=CC=C2)C(F)(F)F (7-amino-1-phenyl-5-trifluoromethylbenzimidazole), C(#N)C=1C=C(C=O)C=CC1 (3-cyanobenzaldehyde). Yields the product C(#N)C=1C=C(C=NC2=CC(=CC3=C2N(C=N3)C3=CC=CC=C3)C(F)(F)F)C=CC1 (7-(N-(3-cyanobenzylidene)amino)-1-phenyl-5-trifluoromethylbenzimidazole). Reaction SMILES: [NH2:1][C:2]1[C:7]2[N:8]([C:11]3[CH:16]=[CH:15][CH:14]=[CH:13][CH:12]=3)[CH:9]=[N:10][C:6]=2[CH:5]=[C:4]([C:17]([F:20])([F:19])[F:18])[CH:3]=1.[C:21]([C:23]1[CH:24]=[C:25]([CH:28]=[CH:29][CH:30]=1)[CH:26]=O)#[N:22]>>[C:21]([C:23]1[CH:24]=[C:25]([CH:28]=[CH:29][CH:30]=1)[CH:26]=[N:1][C:2]1[C:7]2[N:8]([C:11]3[CH:16]=[CH:15][CH:14]=[CH:13][CH:12]=3)[CH:9]=[N:10][C:6]=2[CH:5]=[C:4]([C:17]([F:20])([F:19])[F:18])[CH:3]=1)#[N:22]. Reported procedure: This was prepared analogously to the above product from 7-amino-1-phenyl-5-trifluoromethylbenzimidazole (1.0 g, 3.61 mmol) and 3-cyanobenzaldehyde (0.47 g, 3.61 mmol) yielding 0.90 g (64%) m/z, 391.1 (M+H)+. The reactants are N#Cc1cccc(NC(=O)Nc2ccc(S(=O)(=O)NCc3ccc(S(N)(=O)=O)cc3)cc2)c1, C1COC(CN2CCNCC2)C1. Yields the product N=C(c1cccc(NC(=O)Nc2ccc(S(=O)(=O)NCc3ccc(S(N)(=O)=O)cc3)cc2)c1)N1CCN(CC2CCCO2)CC1. Reaction SMILES: [C:1](#[N:2])[c:3]1[cH:4][c:5]([NH:9][C:10]([NH:11][c:12]2[cH:13][cH:14][c:15]([S:18](=[O:19])(=[O:20])[NH:21][CH2:22][c:23]3[cH:24][cH:25][c:26]([S:29]([NH2:30])(=[O:31])=[O:32])[cH:27][cH:28]3)[cH:16][cH:17]2)=[O:33])[cH:6][cH:7][cH:8]1.[O:34]1[CH:35]([CH2:39][N:40]2[CH2:41][CH2:42][NH:43][CH2:44][CH2:45]2)[CH2:36][CH2:37][CH2:38]1>>[C:1](=[NH:2])([c:3]1[cH:4][c:5]([NH:9][C:10]([NH:11][c:12]2[cH:13][cH:14][c:15]([S:18](=[O:19])(=[O:20])[NH:21][CH2:22][c:23]3[cH:24][cH:25][c:26]([S:29]([NH2:30])(=[O:31])=[O:32])[cH:27][cH:28]3)[cH:16][cH:17]2)=[O:33])[cH:6][cH:7][cH:8]1)[N:43]1[CH2:42][CH2:41][N:40]([CH2:39][CH:35]2[O:34][CH2:38][CH2:37][CH2:36]2)[CH2:45][CH2:44]1.